From a dataset of the Open Reaction Database (ORD), a public repository of structured organic reaction records. describe an organic reaction: reactants, conditions, products, and yield Reactants: COC(C1=C(C=CC(=C1)C=O)NC(C)=O)=O (2-acetylamino-5-formyl-benzoic acid methylester), [Cl-].[NH4+] (ammonium chloride), C(CCC)[Li] (n-butyllithium), C(C)(C)NC(C)C (diisopropylamine), [Br-].COC1=C(C[P+](C2=CC=CC=C2)(C2=CC=CC=C2)C2=CC=CC=C2)C=C(C=C1)OC (2,5-dimethoxybenzyl-triphenylphosphonium bromide). Solvent: CCCCCC.C(C)(=O)OCC (hexane ethyl acetate), O1CCCC1 (tetrahydrofuran), O1CCCC1 (tetrahydrofuran). Run at time 30 minute. Product: COC(C1=C(C=CC(=C1)C=CC1=C(C=CC(=C1)OC)OC)NC(C)=O)=O (5-[2-(2,5-Dimethoxyphenyl)ethenyl]-2-acetylamino Benzoic Acid Methylester). As a reaction SMILES: C([Li])CCC.C(NC(C)C)(C)C.[Br-].[CH3:14][O:15][C:16]1[CH:41]=[CH:40][C:39]([O:42][CH3:43])=[CH:38][C:17]=1[CH2:18][P+](C1C=CC=CC=1)(C1C=CC=CC=1)C1C=CC=CC=1.[CH3:44][O:45][C:46](=[O:59])[C:47]1[CH:52]=[C:51]([CH:53]=O)[CH:50]=[CH:49][C:48]=1[NH:55][C:56](=[O:58])[CH3:57].[Cl-].[NH4+]>O1CCCC1.CCCCCC.C(OCC)(=O)C>[CH3:44][O:45][C:46](=[O:59])[C:47]1[CH:52]=[C:51]([CH:53]=[CH:18][C:17]2[CH:38]=[C:39]([O:42][CH3:43])[CH:40]=[CH:41][C:16]=2[O:15][CH3:14])[CH:50]=[CH:49][C:48]=1[NH:55][C:56](=[O:58])[CH3:57] |f:2.3,5.6,8.9|. Procedure details: 4.1 mmol of n-butyllithium (0.4 ml of 1.6 M solution in hexane) are added at -40° to a solution of 412 mg of diisopropylamine in 30 ml of dry tetrahydrofuran. After stirring for 30 minutes 672 mg of 2,5-dimethoxybenzyl-triphenylphosphonium bromide are added at this temperature. The suspension is stirred for another 30 minutes, cooled to -70° and treated with 300 mg of 2-acetylamino-5-formyl-benzoic acid methylester in 8 ml of absolute tetrahydrofuran. The mixture is stirred for one hour at -70° ... Reactants: O (Water), FC1(OC2=C(O1)C=CC(=C2)C2(CC2)C(=O)NC=2C=C1C=C(N(C1=CC2F)C[C@H]2OC(OC2)(C)C)C(CO)(C)C)F ((R)-1-(2,2-difluorobenzo[d][1,3]dioxol-5-yl)-N-(1-((2,2-dimethyl-1,3-dioxolan-4-yl)methyl)-6-fluoro-2-(1-hydroxy-2-methylpropan-2-yl)-1H-indol-5-yl)cyclopropanecarboxamide), CC=1C=CC(=CC1)S(=O)(=O)O.O (p-TsOH.H2O). The solvent is CO (methanol). Run at temperature 80 celsius. Product: FC1(OC2=C(O1)C=CC(=C2)C2(CC2)C(=O)NC=2C=C1C=C(N(C1=CC2F)C[C@H](CO)O)C(CO)(C)C)F ((R)-1-(2,2-difluorobenzo[d][1,3]dioxol-5-yl)-N-(1-(2,3-dihydroxypropyl)-6-fluoro-2-(1-hydroxy-2-methylpropan-2-yl)-1H-indol-5-yl)cyclopropanecarboxamide). Reaction SMILES: [F:1][C:2]1([F:40])[O:6][C:5]2[CH:7]=[CH:8][C:9]([C:11]3([C:14]([NH:16][C:17]4[CH:18]=[C:19]5[C:23](=[CH:24][C:25]=4[F:26])[N:22]([CH2:27][C@@H:28]4[CH2:32][O:31]C(C)(C)[O:29]4)[C:21]([C:35]([CH3:39])([CH3:38])[CH2:36][OH:37])=[CH:20]5)=[O:15])[CH2:13][CH2:12]3)=[CH:10][C:4]=2[O:3]1.O.CC1C=CC(S(O)(=O)=O)=CC=1.O>CO>[F:40][C:2]1([F:1])[O:6][C:5]2[CH:7]=[CH:8][C:9]([C:11]3([C:14]([NH:16][C:17]4[CH:18]=[C:19]5[C:23](=[CH:24][C:25]=4[F:26])[N:22]([CH2:27][C@@H:28]([OH:29])[CH2:32][OH:31])[C:21]([C:35]([CH3:38])([CH3:39])[CH2:36][OH:37])=[CH:20]5)=[O:15])[CH2:12][CH2:13]3)=[CH:10][C:4]=2[O:3]1 |f:2.3|. Procedure details: (R)-1-(2,2-difluorobenzo[d][1,3]dioxol-5-yl)-N-(1-((2,2-dimethyl-1,3-dioxolan-4-yl)methyl)-6-fluoro-2-(1-hydroxy-2-methylpropan-2-yl)-1H-indol-5-yl)cyclopropanecarboxamide (3.0 g, 5.4 mmol) was dissolved in methanol (52 mL). Water (5.2 mL) was added followed by p-TsOH.H2O (204 mg, 1.1 mmol). The reaction was heated at 80° C. for 45 minutes. The solution was concentrated and then partitioned between ethyl acetate and saturated NaHCO3 solution. The ethyl acetate layer was dried over MgSO4 and conc... Reactants: BrCC(=O)Br (2-bromoacetyl bromide), C(C)NCC (diethylamine), NC1=CC=C(C=C1)C (p-toluidine), C=1(C(=CC=CC1)S(=O)(=O)Cl)C (toluene-2-sulfonyl chloride). Yields the product C(C)N(C(CN(C1=CC=C(C=C1)C)S(=O)(=O)C=1C(=CC=CC1)C)=O)CC (N,N-Diethyl-2-[(toluene-2-sulfonyl)-p-tolyl-amino]-acetamide). RXN SMILES: Br[CH2:2][C:3](Br)=[O:4].[CH2:6]([NH:8][CH2:9][CH3:10])[CH3:7].[NH2:11][C:12]1[CH:17]=[CH:16][C:15]([CH3:18])=[CH:14][CH:13]=1.[C:19]1([CH3:29])[C:20]([S:25](Cl)(=[O:27])=[O:26])=[CH:21][CH:22]=[CH:23][CH:24]=1>>[CH2:6]([N:8]([CH2:9][CH3:10])[C:3](=[O:4])[CH2:2][N:11]([S:25]([C:20]1[C:19]([CH3:29])=[CH:24][CH:23]=[CH:22][CH:21]=1)(=[O:27])=[O:26])[C:12]1[CH:17]=[CH:16][C:15]([CH3:18])=[CH:14][CH:13]=1)[CH3:7]. Procedure details: prepared by reaction of 2-bromoacetyl bromide with diethylamine, p-toluidine and toluene-2-sulfonyl chloride The reactants are C(C(=O)O)(=O)O (oxalic acid), O1[C@@H](C1)COC1=C2C=CNC2=CC=C1 ((S)-(+)-4-(oxiranylmethoxy)-1H-indole), OC1(CCNCC1)C1=CC=C(C=C1)Cl (4-hydroxy-4-(4-chlorophenyl)piperidine), CO (methanol). The solvent is C(C)(=O)OCC (ethyl acetate), C(C)(=O)OCC (ethyl acetate). Product: C(C(=O)O)(=O)O.N1C=CC2=C(C=CC=C12)OC[C@H](CN1CCC(CC1)(C1=CC=C(C=C1)Cl)O)O ((2S)-(-)-1-(4-indolyloxy)-3-(4-hydroxy-4-(4-chlorophenyl)piperidin-1-yl)-2-propanol ethanedioate). RXN SMILES: [O:1]1[CH2:3][C@H:2]1[CH2:4][O:5][C:6]1[CH:14]=[CH:13][CH:12]=[C:11]2[C:7]=1[CH:8]=[CH:9][NH:10]2.[OH:15][C:16]1([C:22]2[CH:27]=[CH:26][C:25]([Cl:28])=[CH:24][CH:23]=2)[CH2:21][CH2:20][NH:19][CH2:18][CH2:17]1.[C:29]([OH:34])(=[O:33])[C:30]([OH:32])=[O:31].CO>C(OCC)(=O)C>[C:29]([OH:34])(=[O:33])[C:30]([OH:32])=[O:31].[NH:10]1[C:11]2[C:7](=[C:6]([O:5][CH2:4][C@@H:2]([OH:1])[CH2:3][N:19]3[CH2:18][CH2:17][C:16]([OH:15])([C:22]4[CH:27]=[CH:26][C:25]([Cl:28])=[CH:24][CH:23]=4)[CH2:21][CH2:20]3)[CH:14]=[CH:13][CH:12]=2)[CH:8]=[CH:9]1 |f:5.6|. Reported procedure: The title compound was prepared in similar fashion from (S)-(+)-4-(oxiranylmethoxy)-1H-indole and 4-hydroxy-4-(4-chlorophenyl)piperidine. The resulting free base was dissolved in ethyl acetate, and precipitated with one equivalent of oxalic acid in ethyl acetate in 83% overall yield. FDMS m/e=401 (M+ of free base). α[D]589 =-14.17 (c=0.45, methanol). Reactants: CC(C)(C)OC(=O)CN, CCN(C(C)C)C(C)C, Cl, CCOC(=O)C1=C(O)c2ccc(C(F)(F)F)cc2C2(CCOCC2)C1=O, C1COCCO1. Product: CC(C)(C)OC(=O)CNC(=O)C1=C(O)c2ccc(C(F)(F)F)cc2C2(CCOCC2)C1=O. Reaction SMILES: [C:37]([CH3:38])([CH3:39])([CH3:40])[O:41][C:42]([CH2:43][NH2:44])=[O:45].[CH:1]([N:2]([CH2:3][CH3:4])[CH:5]([CH3:6])[CH3:7])([CH3:8])[CH3:9].[ClH:36].[F:10][C:11]([c:12]1[cH:13][cH:14][c:15]2[c:20]([cH:21]1)[C:19]1([C:18](=[O:27])[C:17]([C:28](=[O:29])[O:30][CH2:31][CH3:32])=[C:16]2[OH:33])[CH2:22][CH2:23][O:24][CH2:25][CH2:26]1)([F:34])[F:35].[O:46]1[CH2:47][CH2:48][O:49][CH2:50][CH2:51]1>>[F:10][C:11]([c:12]1[cH:13][cH:14][c:15]2[c:20]([cH:21]1)[C:19]1([C:18](=[O:27])[C:17]([C:28](=[O:29])[NH:44][CH2:43][C:42]([O:41][C:37]([CH3:38])([CH3:39])[CH3:40])=[O:45])=[C:16]2[OH:33])[CH2:22][CH2:23][O:24][CH2:25][CH2:26]1)([F:34])[F:35]. The reactants are ClC=1C(=CC(=NC1)C(=O)O)OCC1CC1 (5-chloro-4-cyclopropylmethoxy-pyridine-2-carboxylic acid), N[C@@H](CO)CCC ((2R)-2-amino-1-pentanol). Yields the product OC[C@@H](CCC)NC(=O)C1=NC=C(C(=C1)OCC1CC1)Cl (5-Chloro-4-cyclopropylmethoxy-pyridine-2-carboxylic acid ((R)-1-hydroxymethyl-butyl)-amide). As a reaction SMILES: [Cl:1][C:2]1[C:3]([O:11][CH2:12][CH:13]2[CH2:15][CH2:14]2)=[CH:4][C:5]([C:8]([OH:10])=O)=[N:6][CH:7]=1.[NH2:16][C@H:17]([CH2:20][CH2:21][CH3:22])[CH2:18][OH:19]>>[OH:19][CH2:18][C@H:17]([NH:16][C:8]([C:5]1[CH:4]=[C:3]([O:11][CH2:12][CH:13]2[CH2:15][CH2:14]2)[C:2]([Cl:1])=[CH:7][N:6]=1)=[O:10])[CH2:20][CH2:21][CH3:22]. Procedure details: The title compound was synthesized in analogy to Example 12d, using 5-chloro-4-cyclopropylmethoxy-pyridine-2-carboxylic acid and (2R)-2-amino-1-pentanol (CAN 80696-30-6) as starting materials and isolated (72 mg, 77%) as colorless oil; LC-MS (UV peak area, m/z) 100%, 313.1311 (MH+).